The task is: describe an organic reaction: reactants, conditions, products, and yield. This data is from the Open Reaction Database (ORD), a public repository of structured organic reaction records. The reactants are O=C(NC1CCCC(C(=O)O)C1)OCc1ccccc1, CCN=C=NCCCN(C)C, Cn1c(=O)c(N)c(N)c2cccnc21, CN(C)C=O, O, On1nnc2ccccc21. Yields the product Cn1c(=O)c(NC(=O)C2CCCC(NC(=O)OCc3ccccc3)C2)c(N)c2cccnc21. As a reaction SMILES: [CH2:1]([c:2]1[cH:3][cH:4][cH:5][cH:6][cH:7]1)[O:8][C:9](=[O:10])[NH:11][CH:12]1[CH2:13][CH:14]([C:18](=[O:19])[OH:20])[CH2:15][CH2:16][CH2:17]1.[CH3:45][CH2:46][N:47]=[C:48]=[N:49][CH2:50][CH2:51][CH2:52][N:53]([CH3:54])[CH3:55].[NH2:31][c:32]1[c:33](=[O:44])[n:34]([CH3:43])[c:35]2[n:36][cH:37][cH:38][cH:39][c:40]2[c:41]1[NH2:42].[O:56]=[CH:57][N:58]([CH3:59])[CH3:60].[OH2:61].[OH:21][n:22]1[c:23]2[c:24]([cH:25][cH:26][cH:27][cH:28]2)[n:29][n:30]1>>[CH2:1]([c:2]1[cH:3][cH:4][cH:5][cH:6][cH:7]1)[O:8][C:9](=[O:10])[NH:11][CH:12]1[CH2:13][CH:14]([C:18](=[O:20])[NH:31][c:32]2[c:33](=[O:44])[n:34]([CH3:43])[c:35]3[n:36][cH:37][cH:38][cH:39][c:40]3[c:41]2[NH2:42])[CH2:15][CH2:16][CH2:17]1. Starting materials: C(C1=CC=CC=C1)OC1=CC=C2C(=N1)N(C(N2)=O)C2=C(C=CC=C2)Cl (5-(Benzyloxy)-3-(2-chlorophenyl)-1H-imidazo[4,5-b]pyridin-2(3H)-one), O=P(Cl)(Cl)Cl (POCl3). Reaction conditions: time 15 minute. Product: ClC1=NC=2C(=NC(=CC2)O)N1C1=C(C=CC=C1)Cl (2-Chloro-3-(2-Chlorophenyl)-3H-imidazo[4,5-b]pyridin-5-ol). Isolated yield 0.7%. Reaction SMILES: C([O:8][C:9]1[N:14]=[C:13]2[N:15]([C:19]3[CH:24]=[CH:23][CH:22]=[CH:21][C:20]=3[Cl:25])[C:16](=O)[NH:17][C:12]2=[CH:11][CH:10]=1)C1C=CC=CC=1.O=P(Cl)(Cl)[Cl:28]>>[Cl:28][C:16]1[N:15]([C:19]2[CH:24]=[CH:23][CH:22]=[CH:21][C:20]=2[Cl:25])[C:13]2=[N:14][C:9]([OH:8])=[CH:10][CH:11]=[C:12]2[N:17]=1. Reported procedure: 5-(Benzyloxy)-3-(2-chlorophenyl)-1H-imidazo[4,5-b]pyridin-2(3H)-one (905 mg, 2.58 mmol) and POCl3 (1965 μl, 21.08 mmol) was heated in microwave at 100° C. for 1 h. The mixture was concentrated. The residue was dissolved in EtOAc and saturated NaHCO3. The organics were separated, washed with brine, dried over MgSO4, filtered, and concentrated. The residue was dissolved in DCM (2.5 mL) and H2SO4 (6 drops) was added. The mixture was stirred vigorously for 15 minutes. DCM was removed by gentle heati... Starting materials: COC(NCC#C)=O (2-propynyl carbamic acid methyl ester), IC1=C2/C(/C(NC2=CC=C1[N+](=O)[O-])=O)=C/C=1NC=CC1OC ((Z)-1,3-dihydro-4-iodo-3-[(3-methoxy-1H-pyrrol-2-yl)methylene]-5-nitro-2H-indol-2-one), IC1=C2/C(/C(NC2=CC=C1[N+](=O)[O-])=O)=C/C=1NC=CC1OC ((Z)-1,3-dihydro-4-iodo-3-[(3-methoxy-1H-pyrrol-2-yl)methylene]-5-nitro-2H-indol-2-one). The reagents and catalysts are Cl[Pd]([P](C1=CC=CC=C1)(C2=CC=CC=C2)C3=CC=CC=C3)([P](C4=CC=CC=C4)(C5=CC=CC=C5)C6=CC=CC=C6)Cl ((Ph3P)2PdCl2). Solvent: CCN(CC)CC (Et3N), CN(C)C=O (DMF). Yields the product COC(NCC#CC1=C2/C(/C(NC2=CC=C1)=O)=C/C=1NC=CC1OC)=O ((Z)-[3-[2,3-dihydro-3-[(3-methoxy-1H-pyrrol-2-yl)methylene]-2-oxo-1H-indol-4-yl]-2-propynyl]carbamic acid methyl ester). RXN SMILES: [CH3:1][O:2][C:3](=[O:8])[NH:4][CH2:5][C:6]#[CH:7].I[C:10]1[C:18]([N+]([O-])=O)=[CH:17][CH:16]=[C:15]2[C:11]=1/[C:12](=[CH:23]/[C:24]1[NH:25][CH:26]=[CH:27][C:28]=1[O:29][CH3:30])/[C:13](=[O:22])[NH:14]2>Cl[Pd](Cl)([P](C1C=CC=CC=1)(C1C=CC=CC=1)C1C=CC=CC=1)[P](C1C=CC=CC=1)(C1C=CC=CC=1)C1C=CC=CC=1.CN(C=O)C.CCN(CC)CC>[CH3:1][O:2][C:3](=[O:8])[NH:4][CH2:5][C:6]#[C:7][C:10]1[CH:18]=[CH:17][CH:16]=[C:15]2[C:11]=1/[C:12](=[CH:23]/[C:24]1[NH:25][CH:26]=[CH:27][C:28]=1[O:29][CH3:30])/[C:13](=[O:22])[NH:14]2 |^1:33,52|. Procedure: Using Method C above, 2-propynyl carbamic acid methyl ester (71.3 mg, 0.63 mmol) (see below) was coupled with (Z)-1,3-dihydro-4-iodo-3-[(3-methoxy-1H-pyrrol-2-yl)methylene]-2H-indol-2-one (110 mg, 0.3 mmol) (Starting Material 2 supra) using (Ph3P)2PdCl2 (11 mg) and Cul (3 mg) as catalyst in DMF (3 mL) and Et3N (3 mL) as solvent at 80° C. for 6 h to give (Z)-[3-[2,3-dihydro-3-[(3-methoxy-1H-pyrrol-2-yl)methylene]-2-oxo-1H-indol-4-yl]-2-propynyl]carbamic acid methyl ester. (Yield 25 mg, 23%). Starting materials: [H-].[Na+] (sodium hydride), ClC1=CC(=C(NS(=O)(=O)C2=CC=C(C=C2)C)C=C1)[N+](=O)[O-] (4′-chloro-2′-nitro-p-toluenesulfonanilide), O (water), BrCCBr (1,2-dibromoethane). The solvent is CN(C)C=O (DMF). Yields the product BrCCN(C1=C(C=C(C=C1)Cl)[N+](=O)[O-])S(=O)(=O)C1=CC=C(C=C1)C (N-(2-Bromoethyl)-4′-chloro-2′-nitro-p-toluenesulfonanilide). Isolated yield 70.4%. As a reaction SMILES: [H-].[Na+].[Cl:3][C:4]1[CH:20]=[CH:19][C:7]([NH:8][S:9]([C:12]2[CH:17]=[CH:16][C:15]([CH3:18])=[CH:14][CH:13]=2)(=[O:11])=[O:10])=[C:6]([N+:21]([O-:23])=[O:22])[CH:5]=1.[Br:24][CH2:25][CH2:26]Br.O>CN(C=O)C>[Br:24][CH2:25][CH2:26][N:8]([S:9]([C:12]1[CH:13]=[CH:14][C:15]([CH3:18])=[CH:16][CH:17]=1)(=[O:11])=[O:10])[C:7]1[CH:19]=[CH:20][C:4]([Cl:3])=[CH:5][C:6]=1[N+:21]([O-:23])=[O:22] |f:0.1|. Reported procedure: To a suspension of sodium hydride (60%, 0.20 g (5.00 mmol)) in DMF (7.0 ml), 4′-chloro-2′-nitro-p-toluenesulfonanilide (1.20 g (3.67 mmol)) was added with stirring at room temperature. To the resulting mixture, after 15 minutes' stirring at room temperature, 1,2-dibromoethane (2.00 ml (23.2 mmol)) was added and the mixture was heated at 130° C. for one hour with stirring. The reaction mixture was cooled to room temperature, poured into water and extracted with diethyl ether. The extract was wash...